From a dataset of the Open Reaction Database (ORD), a public repository of structured organic reaction records. describe an organic reaction: reactants, conditions, products, and yield Starting materials: ClCC(=O)NC=1C=C2CC(NC2=CC1)=O (2-chloro-N-(2-oxo-2,3-dihydro-1H-indol-5-yl)acetamide), Cl.FC1=CC=C(CC2CCNCC2)C=C1 (4-(4-fluoro-benzyl)-piperidine hydrochloride). The solvent is C(C)OCC (diethylether). Product: FC1=CC=C(CC2CCN(CC2)CC(=O)NC=2C=C3CC(NC3=CC2)=O)C=C1 (2-[4-(4-Fluoro-benzyl)-piperidin-1-yl]-N-(2-oxo-2,3-dihydro-1H-indol-5-yl)-acetamide). RXN SMILES: Cl[CH2:2][C:3]([NH:5][C:6]1[CH:7]=[C:8]2[C:12](=[CH:13][CH:14]=1)[NH:11][C:10](=[O:15])[CH2:9]2)=[O:4].Cl.[F:17][C:18]1[CH:30]=[CH:29][C:21]([CH2:22][CH:23]2[CH2:28][CH2:27][NH:26][CH2:25][CH2:24]2)=[CH:20][CH:19]=1>C(OCC)C>[F:17][C:18]1[CH:19]=[CH:20][C:21]([CH2:22][CH:23]2[CH2:24][CH2:25][N:26]([CH2:2][C:3]([NH:5][C:6]3[CH:7]=[C:8]4[C:12](=[CH:13][CH:14]=3)[NH:11][C:10](=[O:15])[CH2:9]4)=[O:4])[CH2:27][CH2:28]2)=[CH:29][CH:30]=1 |f:1.2|. Procedure: The title compound is prepared from 2-chloro-N-(2-oxo-2,3-dihydro-1H-indol-5-yl)acetamide (Example 143a) and 4-(4-fluoro-benzyl)-piperidine hydrochloride according to the method described in Example 142b. Melting Point: 178-180° C. (diethylether)